This data is from the Open Reaction Database (ORD), a public repository of structured organic reaction records. The task is: describe an organic reaction: reactants, conditions, products, and yield Starting materials: N(=O)[O-].[Na+] (sodium nitrite), N1=CC(=CC=C1)C=1NOC(C1)=O (3-(pyrid-3-yl)isoxazol-5-one). The solvent is O (water), O (water), C(C)(=O)O (acetic acid). Reaction conditions: time 4 hour. Product: N(O)=C1C(=NOC1=O)C=1C=NC=CC1 (4-Hydroximino-3-(pyrid-3-yl)isoxazol-5-one). Reaction SMILES: [N:1]1[CH:6]=[CH:5][CH:4]=[C:3]([C:7]2[NH:8][O:9][C:10](=[O:12])[CH:11]=2)[CH:2]=1.[N:13]([O-])=[O:14].[Na+]>O.C(O)(=O)C>[N:13](=[C:11]1[C:10](=[O:12])[O:9][N:8]=[C:7]1[C:3]1[CH:2]=[N:1][CH:6]=[CH:5][CH:4]=1)[OH:14] |f:1.2|. Reported procedure: A suspension of 57 g of 3-(pyrid-3-yl)isoxazol-5-one in 50 ml of water and 350 ml of glacial acetic acid is treated dropwise at 15° C. with a solution of 27 g of sodium nitrite in 60 ml of water. After 4 hours, the precipitate is filtered off with suction, washed with water and dried. Starting materials: ClC1=CC(=C(C=C1C=1C(N(C2=CC(=NC=C2C1)NCCN(C)C)CC)=O)NC(=O)NC1=CC=CC=C1)F (1-(4-chloro-5-(7-(2-(dimethylamino)ethylamino)-1-ethyl-2-oxo-1,2-dihydro-1,6-naphthyridin-3-yl)-2-fluorophenyl)-3-phenylurea), Cl (HCl). Run in CO (MeOH), CCOC(=O)C (EtOAc). Run at time 1 hour. Product: Cl.Cl.ClC1=CC(=C(C=C1C=1C(N(C2=CC(=NC=C2C1)NCCN(C)C)CC)=O)NC(=O)NC1=CC=CC=C1)F (1-(4-chloro-5-(7-(2-(dimethylamino)ethylamino)-1-ethyl-2-oxo-1,2-dihydro-1,6-naphthyridin-3-yl)-2-fluorophenyl)-3-phenylurea dihydrochloride). Yield: 180.3%. RXN SMILES: [Cl:1][C:2]1[C:7]([C:8]2[C:9](=[O:26])[N:10]([CH2:24][CH3:25])[C:11]3[C:16]([CH:17]=2)=[CH:15][N:14]=[C:13]([NH:18][CH2:19][CH2:20][N:21]([CH3:23])[CH3:22])[CH:12]=3)=[CH:6][C:5]([NH:27][C:28]([NH:30][C:31]2[CH:36]=[CH:35][CH:34]=[CH:33][CH:32]=2)=[O:29])=[C:4]([F:37])[CH:3]=1.[ClH:38]>CO.CCOC(C)=O>[ClH:1].[ClH:38].[Cl:1][C:2]1[C:7]([C:8]2[C:9](=[O:26])[N:10]([CH2:24][CH3:25])[C:11]3[C:16]([CH:17]=2)=[CH:15][N:14]=[C:13]([NH:18][CH2:19][CH2:20][N:21]([CH3:22])[CH3:23])[CH:12]=3)=[CH:6][C:5]([NH:27][C:28]([NH:30][C:31]2[CH:32]=[CH:33][CH:34]=[CH:35][CH:36]=2)=[O:29])=[C:4]([F:37])[CH:3]=1 |f:4.5.6|. Procedure details: To a suspension of 1-(4-chloro-5-(7-(2-(dimethylamino)ethylamino)-1-ethyl-2-oxo-1,2-dihydro-1,6-naphthyridin-3-yl)-2-fluorophenyl)-3-phenylurea (0.260 g, 0.497 mmol) in MeOH (1 mL) was added HCl (1.25 M in MeOH) (0.875 mL, 1.094 mmol) and the mixture was stirred at RT for 1 h. The reaction mixture was diluted with EtOAc and the remaining solid was filtered, washed and dried to provide 1-(4-chloro-5-(7-(2-(dimethylamino)ethylamino)-1-ethyl-2-oxo-1,2-dihydro-1,6-naphthyridin-3-yl)-2-fluorophenyl)-... Reactants: O=C=Nc1ccccc1I, Nc1cccc(-c2c(C(=O)c3ccccc3)cnc3c(C(F)(F)F)cccc23)c1. The product is O=C(Nc1cccc(-c2c(C(=O)c3ccccc3)cnc3c(C(F)(F)F)cccc23)c1)Nc1ccccc1I. RXN SMILES: [I:30][c:31]1[c:32]([N:37]=[C:38]=[O:39])[cH:33][cH:34][cH:35][cH:36]1.[NH2:1][c:2]1[cH:3][c:4](-[c:8]2[c:9]([C:22](=[O:23])[c:24]3[cH:25][cH:26][cH:27][cH:28][cH:29]3)[cH:10][n:11][c:12]3[c:13]([C:18]([F:19])([F:20])[F:21])[cH:14][cH:15][cH:16][c:17]23)[cH:5][cH:6][cH:7]1>>[NH:1]([c:2]1[cH:3][c:4](-[c:8]2[c:9]([C:22](=[O:23])[c:24]3[cH:25][cH:26][cH:27][cH:28][cH:29]3)[cH:10][n:11][c:12]3[c:13]([C:18]([F:19])([F:20])[F:21])[cH:14][cH:15][cH:16][c:17]23)[cH:5][cH:6][cH:7]1)[C:38]([NH:37][c:32]1[c:31]([I:30])[cH:36][cH:35][cH:34][cH:33]1)=[O:39]. The reactants are acid chloride, γ, ClC(CCC(=O)Cl)C (4-chlorovaleryl chloride), C1(CCCCO1)=O (valerolactone), S(=O)(Cl)Cl (thionyl chloride), ClC1=CC=C(C(C(=O)NO)=C1)O (5-chlorosalicylhydroxamic acid). The reagents and catalysts are [Cl-].[Zn+2].[Cl-] (zinc chloride). Product: ClC=1C=CC2=C(C(N3C(O2)CCC(O3)C)=O)C1 (8-chloro-2-methyl-2,3,4,4a-tetrahydro-10H-1,2-oxazino(3,2-b)(1,3)benzoxazin-10-one). Reaction SMILES: [C:1]1(=O)O[CH2:5][CH2:4][CH2:3][CH2:2]1.S(Cl)(Cl)=O.ClC(C)CCC(Cl)=O.[Cl:20][C:21]1[CH:30]=[C:25]([C:26]([NH:28][OH:29])=[O:27])[C:24]([OH:31])=[CH:23][CH:22]=1>[Cl-].[Zn+2].[Cl-]>[Cl:20][C:21]1[CH:22]=[CH:23][C:24]2[O:31][CH:1]3[CH2:2][CH2:3][CH:4]([CH3:5])[O:29][N:28]3[C:26](=[O:27])[C:25]=2[CH:30]=1 |f:4.5.6|. Reported procedure: A mixture of 30 g. of γ -valerolactone, 30 ml. of distilled thionyl chloride and 0.5 g. of zinc chloride was heated on a steam bath overnight and then distilled at 15 mm. The distillate was redistilled at 69- 70° and 15 mm. giving 34 g. of 4-chlorovaleryl chloride. The acid chloride was reduced catalytically, reacted with 5-chlorosalicylhydroxamic acid and the resulting intermediate was ring-closed according to the method described in Example 3. The product after recrystallization from trichloro... Reactants: Cl.CN(C)CC1C(CCC(C1)OC1=CC=CC=C1)=O (2-dimethylaminomethyl-4-phenoxy-cyclohexanone hydrochloride), BrC1=CC(=CC=C1)OC (1-bromo-3-methoxy-benzene). Product: Cl.CN(C)CC1C(CCC(C1)OC1=CC=CC=C1)(O)C1=CC(=CC=C1)OC ((1RS,2RS,4SR)-2-dimethylaminomethyl-1-(3-methoxy-phenyl)-4-phenoxy-cyclohexanol hydrochloride). Yield: 47.0%. As a reaction SMILES: [ClH:1].[CH3:2][N:3]([CH2:5][CH:6]1[CH2:11][CH:10]([O:12][C:13]2[CH:18]=[CH:17][CH:16]=[CH:15][CH:14]=2)[CH2:9][CH2:8][C:7]1=[O:19])[CH3:4].Br[C:21]1[CH:26]=[CH:25][CH:24]=[C:23]([O:27][CH3:28])[CH:22]=1>>[ClH:1].[CH3:4][N:3]([CH2:5][CH:6]1[CH2:11][CH:10]([O:12][C:13]2[CH:14]=[CH:15][CH:16]=[CH:17][CH:18]=2)[CH2:9][CH2:8][C:7]1([C:21]1[CH:26]=[CH:25][CH:24]=[C:23]([O:27][CH3:28])[CH:22]=1)[OH:19])[CH3:2] |f:0.1,3.4|. Procedure details: The base of compound (27) was reacted with 1-bromo-3-methoxy-benzene corresponding to the conditions described in Example 1. The base obtained was purified with 6:1 ethyl acetate/methanol via a silica gel column and was taken up in 2-butanone. After adding trimethylchlorosilane/water, compound (24) was obtained in a yield of 47% theoretical. The reactants are NC1=C(C(=O)OCC)C=C(C(=C1)OCCOC)OCCOC (ethyl 2-amino-4,5-bis(2-methoxyethoxy)-benzoate), P(=O)(Cl)(Cl)Cl (phosphorous oxychloride), CN(C)C=O (DMF), [OH-].[Na+] (sodium hydroxide). Run in C(Cl)Cl (methylene chloride). Reaction conditions: temperature 55 celsius. Yields the product C(=O)(OCC)C1=C(C=C(C(=C1)OCCOC)OCCOC)N=CN(C)C (N'-[2-Carbethoxy-4,5-bis(2-methoxyethoxy)phenyl]-N,N-dimethylformamidine). Reaction SMILES: [NH2:1][C:2]1[CH:12]=[C:11]([O:13][CH2:14][CH2:15][O:16][CH3:17])[C:10]([O:18][CH2:19][CH2:20][O:21][CH3:22])=[CH:9][C:3]=1[C:4]([O:6][CH2:7][CH3:8])=[O:5].P(Cl)(Cl)(Cl)=O.[OH-].[Na+].[CH3:30][N:31]([CH:33]=O)[CH3:32]>C(Cl)Cl>[C:4]([C:3]1[CH:9]=[C:10]([O:18][CH2:19][CH2:20][O:21][CH3:22])[C:11]([O:13][CH2:14][CH2:15][O:16][CH3:17])=[CH:12][C:2]=1[N:1]=[CH:30][N:31]([CH3:33])[CH3:32])([O:6][CH2:7][CH3:8])=[O:5] |f:2.3|. Procedure details: To a stirred solution of 15.7 g (50 mmol) of ethyl 2-amino-4,5-bis(2-methoxyethoxy)-benzoate (Pfizer patent WO 96130347) in 50 ml of DMF at 0° C. was added phosphorous oxychloride (5.6 ml, 60 mmol) during 15 m. The resulting solution was heated at 55° C. for 45 m, cooled, diluted with methylene chloride, and treated at 0° C. with 200 ml of N/i sodium hydroxide during 2 m. The organic layer was separated and washed at 0° C. with water. The solution was dried and evaporated with added toluene pres...